Task: describe an organic reaction: reactants, conditions, products, and yield. Dataset: the Open Reaction Database (ORD), a public repository of structured organic reaction records Starting materials: [Li+].C[Si](C)(C)[N-][Si](C)(C)C (LiHMDS), BrC1=CC(=NC=C1)F (4-bromo-2-fluoro-pyridine), C1(CCC1)C#N (cyclobutanecarbonitrile). Solvent: C1(=CC=CC=C1)C (toluene). Conditions: time 5 hour. Yields the product BrC1=CC(=NC=C1)C1(CCC1)C#N (1-(4-Bromo-pyridin-2-yl)-cyclobutanecarbonitrile). The yield is 69.0%. RXN SMILES: [Li+].C[Si]([N-][Si](C)(C)C)(C)C.[Br:11][C:12]1[CH:17]=[CH:16][N:15]=[C:14](F)[CH:13]=1.[CH:19]1([C:23]#[N:24])[CH2:22][CH2:21][CH2:20]1>C1(C)C=CC=CC=1>[Br:11][C:12]1[CH:17]=[CH:16][N:15]=[C:14]([C:19]2([C:23]#[N:24])[CH2:22][CH2:21][CH2:20]2)[CH:13]=1 |f:0.1|. Procedure: LiHMDS (1M in toluene, 17.7 mL, 17.7 mmol, 3.1 eq) is added dropwise to a cold (−5° C.) solution of 4-bromo-2-fluoro-pyridine [Marsais, F. et al, Journal of Organic Chemistry, (1992), 57, 565-573] (1 g, 5.7 mmol) and cyclobutanecarbonitrile (1.39 g, 17.1 mmol, 3 eq) in toluene (20 mL). The reaction mixture is allowed to warm to rt, stirred for 5 h, quenched by addition of a saturated solution of NaHCO3 (50 mL) and filtered through a pad of celite. The filtrate is extracted with EtOAc (3×75 mL). ...